From a dataset of the Open Reaction Database (ORD), a public repository of structured organic reaction records. describe an organic reaction: reactants, conditions, products, and yield The reactants are ClC1=CC=C(C=C1)C(N1CCNCC1)C1=CC=CC=C1 (1-[(4-Chlorophenyl)phenylmethyl]piperazine), OCCNS(=O)(=O)CCCCCCl (N-(2-hydroxyethyl)-5-chloropentanesulfonamide). Run in C(C)N(C(C)C)C(C)C (N-ethyldiisopropylamine). The product is OCCNS(=O)(=O)CCCCCN1CCN(CC1)C(C1=CC=CC=C1)C1=CC=C(C=C1)Cl (N-(2-hydroxyethyl)-5-[4-[(4-chlorophenyl)phenylmethyl]-1-piperazinyl]pentanesulfonamide). Isolated yield 91.3%. RXN SMILES: [Cl:1][C:2]1[CH:7]=[CH:6][C:5]([CH:8]([C:15]2[CH:20]=[CH:19][CH:18]=[CH:17][CH:16]=2)[N:9]2[CH2:14][CH2:13][NH:12][CH2:11][CH2:10]2)=[CH:4][CH:3]=1.[OH:21][CH2:22][CH2:23][NH:24][S:25]([CH2:28][CH2:29][CH2:30][CH2:31][CH2:32]Cl)(=[O:27])=[O:26]>C(N(C(C)C)C(C)C)C>[OH:21][CH2:22][CH2:23][NH:24][S:25]([CH2:28][CH2:29][CH2:30][CH2:31][CH2:32][N:12]1[CH2:11][CH2:10][N:9]([CH:8]([C:5]2[CH:4]=[CH:3][C:2]([Cl:1])=[CH:7][CH:6]=2)[C:15]2[CH:16]=[CH:17][CH:18]=[CH:19][CH:20]=2)[CH2:14][CH2:13]1)(=[O:27])=[O:26]. Reported procedure: 1-[(4-Chlorophenyl)phenylmethyl]piperazine (573.6 mg, 2.00 mmol) and N-(2-hydroxyethyl)-5-chloropentanesulfonamide (459.5 mg, 2.00 mmol) were refluxed in N-ethyldiisopropylamine (2 ml) for 6 hours. The reaction mixture was concentrated in vacuo, and water was added thereto. The mixture was extracted with chloroform. The chloroform layer was washed with water, and dried over anhydrous magnesium sulfate. Subsequently, the solvent was removed by evaporation in vacuo. The resulting crude product was... Starting materials: C1CNCCN1, CCC(C)=O, [I-], [Na+], ClCCCOc1ccccc1. Product: c1ccc(OCCCN2CCNCC2)cc1. Reaction SMILES: [CH2:14]1[CH2:15][NH:16][CH2:17][CH2:18][NH:19]1.[CH2:20]([C:21]([CH3:22])=[O:23])[CH3:24].[I-:13].[Na+:12].[O:1]([c:2]1[cH:3][cH:4][cH:5][cH:6][cH:7]1)[CH2:8][CH2:9][CH2:10][Cl:11]>>[O:1]([c:2]1[cH:3][cH:4][cH:5][cH:6][cH:7]1)[CH2:8][CH2:9][CH2:10][N:16]1[CH2:15][CH2:14][NH:19][CH2:18][CH2:17]1. Reactants: CCOC(=O)C1=C(O)c2cc3cc(OCc4ccccc4)ccc3n2CC1, CC(=O)O, O. Product: O=C1CCCn2c1cc1cc(OCc3ccccc3)ccc12. Reaction SMILES: [CH2:1]([c:2]1[cH:3][cH:4][cH:5][cH:6][cH:7]1)[O:8][c:9]1[cH:10][c:11]2[cH:12][c:13]3[n:14]([c:15]2[cH:16][cH:17]1)[CH2:18][CH2:19][C:20]([C:23]([O:24][CH2:25][CH3:26])=[O:27])=[C:21]3[OH:22].[CH3:28][C:29](=[O:30])[OH:31].[OH2:32]>>[CH2:1]([c:2]1[cH:3][cH:4][cH:5][cH:6][cH:7]1)[O:8][c:9]1[cH:10][c:11]2[cH:12][c:13]3[n:14]([c:15]2[cH:16][cH:17]1)[CH2:18][CH2:19][CH2:20][C:21]3=[O:22]. Reactants: 35, C(C)(C)N(C(C)C)CC (N,N-diisopropylethylamine), Cl.FC=1CCNCC1 (4-fluoro-1,2,3,6-tetrahydropyridine hydrochloride), ClC1=CC=C(CNC(=O)C2=CN(C3=CC=C(C=C3C2=O)CCl)C)C=C1 (N-(4-chlorobenzyl)-6-(chloromethyl)-1-methyl-4-oxo-1,4-dihydro-3-quinolinecarboxamide), 38, O (water). Run in CN1C(CCC1)=O (1-methyl-2-pyrrolidinone). Run at time 8 hour. Product: ClC1=CC=C(CNC(=O)C2=CN(C3=CC=C(C=C3C2=O)CN2CCC(=CC2)F)C)C=C1 (N-(4-Chlorobenzyl)-6-((4-fluoro-3,6-dihydro-1(2H)-pyridinyl)methyl)-1-methyl-4-oxo-1,4-dihydro-3-quinolinecarboxamide). The yield is 46.0%. As a reaction SMILES: [Cl:1][C:2]1[CH:25]=[CH:24][C:5]([CH2:6][NH:7][C:8]([C:10]2[C:19](=[O:20])[C:18]3[C:13](=[CH:14][CH:15]=[C:16]([CH2:21]Cl)[CH:17]=3)[N:12]([CH3:23])[CH:11]=2)=[O:9])=[CH:4][CH:3]=1.C(N(CC)C(C)C)(C)C.Cl.[F:36][C:37]1[CH2:38][CH2:39][NH:40][CH2:41][CH:42]=1.O>CN1CCCC1=O>[Cl:1][C:2]1[CH:25]=[CH:24][C:5]([CH2:6][NH:7][C:8]([C:10]2[C:19](=[O:20])[C:18]3[C:13](=[CH:14][CH:15]=[C:16]([CH2:21][N:40]4[CH2:39][CH:38]=[C:37]([F:36])[CH2:42][CH2:41]4)[CH:17]=3)[N:12]([CH3:23])[CH:11]=2)=[O:9])=[CH:4][CH:3]=1 |f:2.3|. Reported procedure: To a solution of N-(4-chlorobenzyl)-6-(chloromethyl)-1-methyl-4-oxo-1,4-dihydro-3-quinolinecarboxamide from Preparation No. 35 (60 mg) in 1-methyl-2-pyrrolidinone (3 mL) is added N,N-diisopropylethylamine (0.075 mL) and 4-fluoro-1,2,3,6-tetrahydropyridine hydrochloride from Preparation No. 38 (119 mg). The reaction mixture is stirred at room temperature overnight and then heated at 60° C. for 4 hrs. The mixture is cooled to room temperature and poured into water to precipitate the product. The c... Reactants: CN(C)C=O, O=C(Cl)C(=O)Cl, O=C(O)c1ccc(OCCCl)cc1, ClCCCl. The product is O=C(Cl)c1ccc(OCCCl)cc1. RXN SMILES: [CH3:14][N:15]([CH3:16])[CH:17]=[O:18].[Cl:19][C:20]([C:21]([Cl:22])=[O:23])=[O:24].[Cl:1][CH2:2][CH2:3][O:4][c:5]1[cH:6][cH:7][c:8]([C:9](=[O:10])[OH:11])[cH:12][cH:13]1.[Cl:25][CH2:26][CH2:27][Cl:28]>>[Cl:1][CH2:2][CH2:3][O:4][c:5]1[cH:6][cH:7][c:8]([C:9](=[O:10])[Cl:19])[cH:12][cH:13]1. RXN SMILES: [CH:1]1([C:7]2[C:8]3[CH:9]=[CH:10][C:11]([C:36]([O:38]C)=[O:37])=[CH:12][C:13]=3[N:14]3[CH2:20][C:19]([C:21]([NH:23][CH:24]4[CH2:29][CH2:28][O:27][CH2:26][CH2:25]4)=[O:22])=[CH:18][C:17]4[CH:30]=[C:31]([O:34][CH3:35])[CH:32]=[CH:33][C:16]=4[C:15]=23)[CH2:6][CH2:5][CH2:4][CH2:3][CH2:2]1.CI.[H-].[Na+].[CH3:44]NC(N)=O>CN(C=O)C.CO.CO.C(Cl)Cl>[CH:1]1([C:7]2[C:8]3[CH:9]=[CH:10][C:11]([C:36]([OH:38])=[O:37])=[CH:12][C:13]=3[N:14]3[CH2:20][C:19]([C:21]([N:23]([CH3:44])[CH:24]4[CH2:25][CH2:26][O:27][CH2:28][CH2:29]4)=[O:22])=[CH:18][C:17]4[CH:30]=[C:31]([O:34][CH3:35])[CH:32]=[CH:33][C:16]=4[C:15]=23)[CH2:2][CH2:3][CH2:4][CH2:5][CH2:6]1 |f:2.3,7.8|. Procedure: Prepared from methyl 13-Cyclohexyl-3-(methyloxy)-6-((tetrahydro-2H-pyran-4-ylamino)carbonyl)-7H-indolo[2,1-a][2]benzazepine-10-carboxylate by methylation using MeI and NaH in DMF in a similar manner as described before; Analytical thin layer chromatography (5% MeOH/CH2Cl2) Rf=0.50; Analytical HPLC method: Solvent A=10% MeOH-90% H2O-0.1% TFA, Solvent B=90% MeOH-10% H2O-0.1% TFA, Start % B=0, Final % B=100, Gradient time=2 min, Flow Rate=5 ml/min, Column: Xterra MS C18 S7 3.0×50 mm; LC/MS: (ES+) m... The reactants are C1(CCCCC1)C=1C=2C=CC(=CC2N2C1C1=C(C=C(C2)C(=O)NC2CCOCC2)C=C(C=C1)OC)C(=O)OC (methyl 13-Cyclohexyl-3-(methyloxy)-6-((tetrahydro-2H-pyran-4-ylamino)carbonyl)-7H-indolo[2,1-a][2]benzazepine-10-carboxylate), Solvent B, CNC(=O)N (N-methyl urea), CI (MeI), [H-].[Na+] (NaH). Product: C1(CCCCC1)C=1C=2C=CC(=CC2N2C1C1=C(C=C(C2)C(=O)N(C2CCOCC2)C)C=C(C=C1)OC)C(=O)O (13-Cyclohexyl-3-(methyloxy)-6-((methyl(tetrahydro-2H-pyran-4-yl)amino)carbonyl)-7H-indolo[2,1-a][2]benzazepine-10-carboxylic acid). Solvent: CO (MeOH), CO.C(Cl)Cl (MeOH CH2Cl2), CO (MeOH), CN(C)C=O (DMF). The reactants are C(C)(C)[N-]C(C)C.[Li+] (lithium diisopropyl amide), C(C)(C)NC(C)C (diisopropyl amine), C(CCC)[Li] (n-butyllithium), COC1=CC=C2CCCC(C2=C1)=O (7-methoxy-3,4-dihydro-1(2H)-naphthalenone), C(C1=CC=CC=C1)Br (benzyl bromide), resultant solution, [NH4+].[Cl-] (NH4Cl), [Na+].[Cl-] (NaCl), CN(P(=O)(N(C)C)N(C)C)C (Hexamethylphosphoramide). Run in O1CCCC1 (tetrahydrofuran). Run at temperature -78 celsius, time 10 minute. Product: C(C1=CC=CC=C1)C1C(C2=CC(=CC=C2CC1)OC)=O (2-Benzyl-3,4-dihydro-7-methoxy-1(2H)-naphthalenone). The yield is 26.3%. As a reaction SMILES: C([N-]C(C)C)(C)C.[Li+].C(NC(C)C)(C)C.C([Li])CCC.[CH3:21][O:22][C:23]1[CH:32]=[C:31]2[C:26]([CH2:27][CH2:28][CH2:29][C:30]2=[O:33])=[CH:25][CH:24]=1.[CH2:34](Br)[C:35]1[CH:40]=[CH:39][CH:38]=[CH:37][CH:36]=1.CN(C)P(N(C)C)(N(C)C)=O.[NH4+].[Cl-].[Na+].[Cl-]>O1CCCC1>[CH2:34]([CH:29]1[CH2:28][CH2:27][C:26]2[C:31](=[CH:32][C:23]([O:22][CH3:21])=[CH:24][CH:25]=2)[C:30]1=[O:33])[C:35]1[CH:40]=[CH:39][CH:38]=[CH:37][CH:36]=1 |f:0.1,7.8,9.10|. Reported procedure: To a -78° C. solution of lithium diisopropyl amide (from 43.8 ml (0.312 mol) of diisopropyl amine in 280 ml tetrahydrofuran and 119 ml (0.298 mol) of 2.5M n-butyllithium) was slowly added a solution of 50 g (0.285 mol) of 7-methoxy-3,4-dihydro-1(2H)-naphthalenone in 100 ml tetrahydrofuran. The resultant reaction mixture was stirred 10 minutes at -78° C. The cooling bath was charged to a 0° C. ice bath, followed immediately by the rapid addition of 38 ml (0.32 mol) of benzyl bromide. Hexamethylph... As a reaction SMILES: [CH2:32]1[O:33][CH2:34][CH2:35][CH2:36]1.[Cl:1][c:2]1[cH:3][c:4]([C:25]([F:26])([F:27])[F:28])[c:5]([CH2:8][n:9]2[n:10][c:11]([N:14]3[C:15](=[O:16])[c:17]4[c:18]([cH:19][cH:20][cH:21][cH:22]4)[C:23]3=[O:24])[cH:12][cH:13]2)[cH:6][cH:7]1.[NH2:30][NH2:31].[OH2:29]>>[Cl:1][c:2]1[cH:3][c:4]([C:25]([F:26])([F:27])[F:28])[c:5]([CH2:8][n:9]2[n:10][c:11]([NH2:14])[cH:12][cH:13]2)[cH:6][cH:7]1. Yields the product Nc1ccn(Cc2ccc(Cl)cc2C(F)(F)F)n1. Reactants: C1CCOC1, O=C1c2ccccc2C(=O)N1c1ccn(Cc2ccc(Cl)cc2C(F)(F)F)n1, NN, O. The reactants are CC(=O)[O-], CC(=O)[O-], CC(=O)O, CS(=O)(=O)c1ccc(Cl)c(C(=O)O)c1, [Cu+2], [K+], [K+], CCn1nccc1N, O=C([O-])[O-], CN(C)C=O, O. Product: CCn1nccc1Nc1ccc(S(C)(=O)=O)cc1C(=O)O. Reaction SMILES: [C:34]([O-:35])(=[O:36])[CH3:37].[C:39]([O-:40])(=[O:41])[CH3:42].[CH3:43][C:44](=[O:45])[OH:46].[Cl:1][c:2]1[c:3]([C:4](=[O:5])[OH:6])[cH:7][c:8]([S:11](=[O:12])(=[O:13])[CH3:14])[cH:9][cH:10]1.[Cu+2:38].[K+:28].[K+:29].[NH2:15][c:16]1[cH:17][cH:18][n:19][n:20]1[CH2:21][CH3:22].[O-:30][C:31]([O-:32])=[O:33].[O:23]=[CH:24][N:25]([CH3:26])[CH3:27].[OH2:47]>>[c:2]1([NH:15][c:16]2[cH:17][cH:18][n:19][n:20]2[CH2:21][CH3:22])[c:3]([C:4](=[O:5])[OH:6])[cH:7][c:8]([S:11](=[O:12])(=[O:13])[CH3:14])[cH:9][cH:10]1.